This data is from the Open Reaction Database (ORD), a public repository of structured organic reaction records. The task is: describe an organic reaction: reactants, conditions, products, and yield Starting materials: O=C([O-])[O-], CCI, Cc1oc(-c2ccccc2)cc1C(=O)O, CN(C)C=O, [K+], [K+], O. Product: CCOC(=O)c1cc(-c2ccccc2)oc1C. Reaction SMILES: [C:19](=[O:20])([O-:21])[O-:22].[CH2:16]([CH3:17])[I:18].[CH3:1][c:2]1[o:3][c:4](-[c:10]2[cH:11][cH:12][cH:13][cH:14][cH:15]2)[cH:5][c:6]1[C:7](=[O:8])[OH:9].[CH3:26][N:27]([CH3:28])[CH:29]=[O:30].[K+:23].[K+:24].[OH2:25]>>[CH3:1][c:2]1[o:3][c:4](-[c:10]2[cH:11][cH:12][cH:13][cH:14][cH:15]2)[cH:5][c:6]1[C:7](=[O:8])[O:9][CH2:16][CH3:17]. Reactants: C(C)(C)(C)C1=NNC(=C1)/N=C/N(C)C ((E)-N′-(3-tert-butyl-1H-pyrazol-5-yl)-N,N-dimethylformimidamide), C([O-])([O-])=O.[K+].[K+] (potassium carbonate), Example 64B, C1(=CC=CC=C1)C (toluene). Reagents/catalysts: [I-].C(CCC)[N+](CCCC)(CCCC)CCCC (tetrabutylammonium iodide), [I-].C(C)[N+](CC)(CC)CC (tetraethylammonium iodide), S(=O)(=O)(O)[O-].C(CCC)[N+](CCCC)(CCCC)CCCC (tetrabutylammonium hydrogensulfate). Product: C(C)(C)(C)C1=NN(C(=C1)/N=C/N(C)C)CC1O[C@@H](CC1)C ((E)-N′-(3-tert-butyl-1-(((5R)-5-methyltetrahydrofuran-2-yl)methyl)-1H-pyrazol-5-yl)-N,N-dimethylformimidamide). Isolated yield 25.0%. As a reaction SMILES: [C:1]([C:5]1[CH:9]=[C:8](/[N:10]=[CH:11]/[N:12]([CH3:14])[CH3:13])[NH:7][N:6]=1)([CH3:4])([CH3:3])[CH3:2].C(=O)([O-])[O-:16].[K+].[K+].[C:21]1(C)[CH:26]=[CH:25][CH:24]=[CH:23][CH:22]=1>[I-].C([N+](CCCC)(CCCC)CCCC)CCC.[I-].C([N+](CC)(CC)CC)C.S([O-])(O)(=O)=O.C([N+](CCCC)(CCCC)CCCC)CCC>[C:1]([C:5]1[CH:9]=[C:8](/[N:10]=[CH:11]/[N:12]([CH3:14])[CH3:13])[N:7]([CH2:21][CH:22]2[CH2:23][CH2:24][C@@H:25]([CH3:26])[O:16]2)[N:6]=1)([CH3:4])([CH3:2])[CH3:3] |f:1.2.3,5.6,7.8,9.10|. Reported procedure: To a solution of Example 63A (1.6 g, 8.2 mmol) in toluene (100 mL) were added potassium carbonate (2.3 g, 16.5 mmol), Example 64B (2.7 g, 9.9 mmol), tetrabutylammonium iodide (70 mg), tetraethylammonium iodide (70 mg) and tetrabutylammonium hydrogensulfate (70 mg). The reaction mixture was refluxed for 16 h, cooled, filtered and concentrated under reduced pressure. The residue was purified by column chromatography using an Analogix® Intelliflash280™ (SiO2, 0-10% methanol in dichloromethane) to p... The reactants are C1CCOC1, COC(=O)c1cnc(NC(=O)C(C)(C)C)cn1, ClCBr, Cl, [Li]CCCC. Yields the product CC(C)(C)C(=O)Nc1cnc(C(=O)CCl)cn1. As a reaction SMILES: [CH2:27]1[O:28][CH2:29][CH2:30][CH2:31]1.[CH3:1][O:2][C:3](=[O:4])[c:5]1[n:6][cH:7][c:8]([NH:11][C:12]([C:13]([CH3:14])([CH3:15])[CH3:16])=[O:17])[n:9][cH:10]1.[Cl:18][CH2:19][Br:20].[ClH:26].[Li:21][CH2:22][CH2:23][CH2:24][CH3:25]>>[C:3](=[O:4])([c:5]1[n:6][cH:7][c:8]([NH:11][C:12]([C:13]([CH3:14])([CH3:15])[CH3:16])=[O:17])[n:9][cH:10]1)[CH2:19][Cl:18].